Dataset: the Open Reaction Database (ORD), a public repository of structured organic reaction records. Task: describe an organic reaction: reactants, conditions, products, and yield Reactants: II (iodine), [Mg] (magnesium), ClC1=CC2=C(NC(=N2)C(C(F)(F)F)=O)C=C1Cl (1-(5,6-dichloro-1H-benzoimidazol-2-yl)-2,2,2-trifluoro-ethanone), Grignard reagent, Br\C=C\C (trans-1-bromo-1-propene). Run in C(Cl)Cl (CH2Cl2), C1CCOC1 (THF), C1CCOC1 (THF). Reaction conditions: time 3 hour. The product is ClC1=CC2=C(NC(=N2)C(C(F)(F)F)(\C=C\C)O)C=C1Cl (2-(5,6-Dichloro-1H-benzoimidazol-2-yl)-1,1,1-trifluoro-trans-Pent-3-en-2-ol). RXN SMILES: [Cl:1][C:2]1[C:16]([Cl:17])=[CH:15][C:5]2[NH:6][C:7]([C:9](=[O:14])[C:10]([F:13])([F:12])[F:11])=[N:8][C:4]=2[CH:3]=1.Br/[CH:19]=[CH:20]/[CH3:21].II.[Mg]>C1COCC1.C(Cl)Cl>[Cl:17][C:16]1[C:2]([Cl:1])=[CH:3][C:4]2[NH:8][C:7]([C:9]([OH:14])(/[CH:19]=[CH:20]/[CH3:21])[C:10]([F:13])([F:11])[F:12])=[N:6][C:5]=2[CH:15]=1. Procedure: To 1-(5,6-dichloro-1H-benzoimidazol-2-yl)-2,2,2-trifluoro-ethanone (636 mg) in THF (5 mL) at 0° C. was added Grignard reagent, which was freshly prepared from trans-1-bromo-1-propene (1.35 mL), a small iodine flake, and magnesium powder (382 mg) in THF (5 mL). The resulting mixture was then stirred at room temperature for 3 hr. The reaction was quenched with NH4Cl (sat. aq), filtered through a pad of Celite®, rinsed with EtOAc, the layers were separated, the aqueous layer extracted with EtOAc, d... Starting materials: CCO.CC(C)CN(C[C@H]([C@H](CC=1C=CC=CC1)NC(=O)O[C@H]2CO[C@@H]3[C@H]2CCO3)O)S(=O)(=O)C=4C=CC(=CC4)N (Darunavir Ethanolate), CCCCCCC (n-Heptane). The solvent is C(C)(=O)OCC (ethyl acetate). Reaction conditions: temperature 42.5 celsius, time 30 minute. Product: CC(C)CN(C[C@H]([C@H](CC=1C=CC=CC1)NC(=O)O[C@H]2CO[C@@H]3[C@H]2CCO3)O)S(=O)(=O)C=4C=CC(=CC4)N (Darunavir). Isolated yield 86.7%. As a reaction SMILES: CCO.[CH3:4][CH:5]([CH2:7][N:8]([S:32]([C:35]1[CH:36]=[CH:37][C:38]([NH2:41])=[CH:39][CH:40]=1)(=[O:34])=[O:33])[CH2:9][C@@H:10]([OH:31])[C@@H:11]([NH:19][C:20]([O:22][C@@H:23]1[C@@H:27]2[CH2:28][CH2:29][O:30][C@@H:26]2[O:25][CH2:24]1)=[O:21])[CH2:12][C:13]1[CH:14]=[CH:15][CH:16]=[CH:17][CH:18]=1)[CH3:6].CCCCCCC>C(OCC)(=O)C>[CH3:6][CH:5]([CH2:7][N:8]([S:32]([C:35]1[CH:40]=[CH:39][C:38]([NH2:41])=[CH:37][CH:36]=1)(=[O:34])=[O:33])[CH2:9][C@@H:10]([OH:31])[C@@H:11]([NH:19][C:20]([O:22][C@@H:23]1[C@@H:27]2[CH2:28][CH2:29][O:30][C@@H:26]2[O:25][CH2:24]1)=[O:21])[CH2:12][C:13]1[CH:18]=[CH:17][CH:16]=[CH:15][CH:14]=1)[CH3:4] |f:0.1|. Procedure details: Darunavir Ethanolate (10 g) was dissolved in ethyl acetate (50 mL). The solution was heated to 40-45° C. and maintained for 30 min. Ethyl acetate was distilled off under vacuum completely to get residue in the form of semisolid. n-Heptane (50 mL) was added to the residue and stirred for 30 min. at ambient temperature. The separated solid was filtered, washed the wet cake with n-heptane (5 mL) and dried at 40-45° C. under vacuum to get 8.0 g of amorphous Darunavir. The reactants are CCOC(C(=O)O)N1Cc2c(C)cccc2C1=O, N#Cc1ccc(CN)c([N+](=O)[O-])c1. Product: CCOC(C(=O)NCc1ccc(C#N)cc1[N+](=O)[O-])N1Cc2c(C)cccc2C1=O. Reaction SMILES: [CH2:1]([CH3:2])[O:3][CH:4]([C:5](=[O:6])[OH:7])[N:8]1[C:9](=[O:18])[c:10]2[cH:11][cH:12][cH:13][c:14]([CH3:17])[c:15]2[CH2:16]1.[NH2:19][CH2:20][c:21]1[c:22]([N+:29](=[O:30])[O-:31])[cH:23][c:24]([C:25]#[N:26])[cH:27][cH:28]1>>[CH2:1]([CH3:2])[O:3][CH:4]([C:5](=[O:7])[NH:19][CH2:20][c:21]1[c:22]([N+:29](=[O:30])[O-:31])[cH:23][c:24]([C:25]#[N:26])[cH:27][cH:28]1)[N:8]1[C:9](=[O:18])[c:10]2[cH:11][cH:12][cH:13][c:14]([CH3:17])[c:15]2[CH2:16]1.